From a dataset of the Open Reaction Database (ORD), a public repository of structured organic reaction records. describe an organic reaction: reactants, conditions, products, and yield The reactants are C1CCOC1, CC(C)CCC(c1ccc(C(=O)c2ccccc2)cc1)N1CCC(C(C)C(=O)[O-])CC1c1ccc(C(F)(F)F)cc1, [Li+], [OH-], O. Yields the product CC(C)CCC(c1ccc(C(=O)c2ccccc2)cc1)N1CCC(CC(=O)O)CC1c1ccc(C(F)(F)F)cc1. Reaction SMILES: [CH2:45]1[O:46][CH2:47][CH2:48][CH2:49]1.[CH3:3][CH:4]([C:5](=[O:6])[O-:7])[CH:8]1[CH2:9][CH:10]([c:34]2[cH:35][cH:36][c:37]([C:40]([F:41])([F:42])[F:43])[cH:38][cH:39]2)[N:11]([CH:14]([CH2:15][CH2:16][CH:17]([CH3:18])[CH3:19])[c:20]2[cH:21][cH:22][c:23]([C:26]([c:27]3[cH:28][cH:29][cH:30][cH:31][cH:32]3)=[O:33])[cH:24][cH:25]2)[CH2:12][CH2:13]1.[Li+:2].[OH-:1].[OH2:44]>>[CH2:4]([C:5](=[O:6])[OH:7])[CH:8]1[CH2:9][CH:10]([c:34]2[cH:35][cH:36][c:37]([C:40]([F:41])([F:42])[F:43])[cH:38][cH:39]2)[N:11]([CH:14]([CH2:15][CH2:16][CH:17]([CH3:18])[CH3:19])[c:20]2[cH:21][cH:22][c:23]([C:26]([c:27]3[cH:28][cH:29][cH:30][cH:31][cH:32]3)=[O:33])[cH:24][cH:25]2)[CH2:12][CH2:13]1. The reactants are CCOC(=O)Cc1cccc(Oc2ccc(B3OC(C)(C)C(C)(C)O3)cc2CN2C(=O)OC(c3ccccc3)C2C)c1, NC(=O)c1ccc(Cl)nc1. The product is CCOC(=O)Cc1cccc(Oc2ccc(-c3ccc(C(N)=O)cn3)cc2CN2C(=O)OC(c3ccccc3)C2C)c1. Reaction SMILES: [CH2:1]([CH3:2])[O:3][C:4]([CH2:5][c:6]1[cH:7][c:8]([O:12][c:13]2[c:14]([CH2:28][N:29]3[C:30](=[O:41])[O:31][CH:32]([c:35]4[cH:36][cH:37][cH:38][cH:39][cH:40]4)[CH:33]3[CH3:34])[cH:15][c:16]([B:19]3[O:20][C:21]([CH3:22])([CH3:23])[C:24]([CH3:25])([CH3:26])[O:27]3)[cH:17][cH:18]2)[cH:9][cH:10][cH:11]1)=[O:42].[Cl:43][c:44]1[n:45][cH:46][c:47]([C:48](=[O:49])[NH2:50])[cH:51][cH:52]1>>[CH2:1]([CH3:2])[O:3][C:4]([CH2:5][c:6]1[cH:7][c:8]([O:12][c:13]2[c:14]([CH2:28][N:29]3[C:30](=[O:41])[O:31][CH:32]([c:35]4[cH:36][cH:37][cH:38][cH:39][cH:40]4)[CH:33]3[CH3:34])[cH:15][c:16](-[c:44]3[n:45][cH:46][c:47]([C:48](=[O:49])[NH2:50])[cH:51][cH:52]3)[cH:17][cH:18]2)[cH:9][cH:10][cH:11]1)=[O:42]. Starting materials: CC(=O)O, N#CCc1cccc(C(=O)c2cccs2)c1Cl, O, O=S(=O)(O)O. Product: O=C(O)Cc1cccc(C(=O)c2cccs2)c1Cl. Reaction SMILES: [CH3:18][C:19]([OH:20])=[O:21].[Cl:1][c:2]1[c:3]([CH2:15][C:16]#[N:17])[cH:4][cH:5][cH:6][c:7]1[C:8]([c:9]1[cH:10][cH:11][cH:12][s:13]1)=[O:14].[OH2:27].[S:22](=[O:23])(=[O:24])([OH:25])[OH:26]>>[Cl:1][c:2]1[c:3]([CH2:18][C:19]([OH:20])=[O:21])[cH:4][cH:5][cH:6][c:7]1[C:8]([c:9]1[cH:10][cH:11][cH:12][s:13]1)=[O:14]. Reactants: CC=1N=C2N(C(C1C1=CC=C(C#N)C=C1)=O)C=CS2 (4-(7-Methyl-5-oxo-5H-[1,3]thiazolo[3,2-a]pyrimidin-6-yl)benzonitrile), COC=1C(=C(C=O)C=CC1)OCC(C)(C)C (3-methoxy-2-neopentyloxybenzaldehyde), [O-]CC.[Na+] (sodium ethoxide). The solvent is C(C)O (ethanol). Yields the product COC=1C(=C(C=CC1)/C=C/C=1N=C2N(C(C1C1=CC=C(C#N)C=C1)=O)C=CS2)OCC(C)(C)C (4-{7-[(E)-2-(3-Methoxy-2-neopentyloxyphenyl)-1-ethenyl]-5-oxo-5H-[1,3]thiazolo[3,2-a]pyrimidin-6-yl}benzonitrile), product. Reaction SMILES: [CH3:1][C:2]1[N:3]=[C:4]2[S:19][CH:18]=[CH:17][N:5]2[C:6](=[O:16])[C:7]=1[C:8]1[CH:15]=[CH:14][C:11]([C:12]#[N:13])=[CH:10][CH:9]=1.[CH3:20][O:21][C:22]1[C:23]([O:30][CH2:31][C:32]([CH3:35])([CH3:34])[CH3:33])=[C:24]([CH:27]=[CH:28][CH:29]=1)[CH:25]=O.[O-]CC.[Na+]>C(O)C>[CH3:20][O:21][C:22]1[C:23]([O:30][CH2:31][C:32]([CH3:35])([CH3:34])[CH3:33])=[C:24](/[CH:25]=[CH:1]/[C:2]2[N:3]=[C:4]3[S:19][CH:18]=[CH:17][N:5]3[C:6](=[O:16])[C:7]=2[C:8]2[CH:9]=[CH:10][C:11]([C:12]#[N:13])=[CH:14][CH:15]=2)[CH:27]=[CH:28][CH:29]=1 |f:2.3|. Procedure: The title compound was prepared from Intermediate 4 (400 mg, 1.496 mmol), 3-methoxy-2-neopentyloxybenzaldehyde (465 mg, 2.094 mmol) and sodium ethoxide (203 mg, 2.992 mmol) in ethanol (25 ml) according to the procedure described in Example 9 to give 290 mg of the product as a light yellow solid; 1H NMR (300 MHz, DMSO-d6) δ 1.03 (s, 9H), 3.53 (s, 2H), 3.77 (s, 3H), 6.77 (d, J=15.6 Hz, 1H), 6.99 (br s, 3H), 7.51-7.57 (m, 3H), 7.91-7.99 (m, 3H), 8.26 (d, J=15.0 Hz, 1H); ESI-MS (m/z) 472.26 (M+H)+. Reactants: CON, CCCCCC(=O)c1cc(C#N)c(=O)[nH]c1C, CCO, Cl, c1ccncc1. Product: CCCCCC(=NOC)c1cc(C#N)c(=O)[nH]c1C. As a reaction SMILES: [CH3:19][O:20][NH2:21].[CH3:1][c:2]1[c:3]([C:11]([CH2:12][CH2:13][CH2:14][CH2:15][CH3:16])=[O:17])[cH:4][c:5]([C:9]#[N:10])[c:6](=[O:8])[nH:7]1.[CH3:28][CH2:29][OH:30].[ClH:18].[cH:22]1[cH:23][cH:24][n:25][cH:26][cH:27]1>>[CH3:1][c:2]1[c:3]([C:11]([CH2:12][CH2:13][CH2:14][CH2:15][CH3:16])=[N:21][O:20][CH3:19])[cH:4][c:5]([C:9]#[N:10])[c:6](=[O:8])[nH:7]1.